Dataset: the Open Reaction Database (ORD), a public repository of structured organic reaction records. Task: describe an organic reaction: reactants, conditions, products, and yield Starting materials: CCCCCCBr, [H-], [Na+], CN(C)C=O, COc1cc(C#N)ccc1O. The product is CCCCCCOc1ccc(C#N)cc1OC. RXN SMILES: [Br:14][CH2:15][CH2:16][CH2:17][CH2:18][CH2:19][CH3:20].[H-:1].[Na+:2].[O:21]=[CH:22][N:23]([CH3:24])[CH3:25].[OH:3][c:4]1[c:5]([O:12][CH3:13])[cH:6][c:7]([C:8]#[N:9])[cH:10][cH:11]1>>[O:3]([c:4]1[c:5]([O:12][CH3:13])[cH:6][c:7]([C:8]#[N:9])[cH:10][cH:11]1)[CH2:15][CH2:16][CH2:17][CH2:18][CH2:19][CH3:20]. Product: CC(C)C(C)NC1=NS(=O)(=O)c2cc([N+](=O)[O-])ccc2N1. Reaction SMILES: [CH3:26][CH:27]([CH:28]([CH3:29])[CH3:30])[NH2:31].[NH2+:1]1[CH:2]=[CH:3][N:4]=[CH:5]1.[n:6]1([C:11]2=[N:12][S:13](=[O:24])(=[O:25])[c:14]3[c:15]([cH:17][cH:18][c:19]([N+:21](=[O:22])[O-:23])[cH:20]3)[NH:16]2)[cH:7][cH:8][n:9][cH:10]1>>[C:11]1([NH:31][CH:27]([CH3:26])[CH:28]([CH3:29])[CH3:30])=[N:12][S:13](=[O:24])(=[O:25])[c:14]2[c:15]([cH:17][cH:18][c:19]([N+:21](=[O:22])[O-:23])[cH:20]2)[NH:16]1. Reactants: CC(C)C(C)N, C1=C[NH2+]C=N1, O=[N+]([O-])c1ccc2c(c1)S(=O)(=O)N=C(n1ccnc1)N2.